Dataset: the Open Reaction Database (ORD), a public repository of structured organic reaction records. Task: describe an organic reaction: reactants, conditions, products, and yield The reactants are ClC1=NC(=C(C(=O)N)C=C1C(F)F)O (6-Chlorodifluoromethyl-2-hydroxynicotinamide), S(O)(O)(=O)=O (sulphuric acid). Product: ClC1=NC(=C(C(=O)O)C=C1C(F)F)O (6-chlorodifluoromethyl-2-hydroxynicotinic acid). Yield: 98.0%. As a reaction SMILES: [Cl:1][C:2]1[C:10]([CH:11]([F:13])[F:12])=[CH:9][C:5]([C:6](N)=[O:7])=[C:4]([OH:14])[N:3]=1.S(=O)(=O)(O)[OH:16]>>[Cl:1][C:2]1[C:10]([CH:11]([F:13])[F:12])=[CH:9][C:5]([C:6]([OH:16])=[O:7])=[C:4]([OH:14])[N:3]=1. Reported procedure: 6-Chlorodifluoromethyl-2-hydroxynicotinamide (48.5 g) was heated in dilute sulphuric acid (36 ml in 250 ml water) for 12 hours. The reaction was concentrated to about half the volume and cooled in ice. The precipitate was filtered, washed with water and air dried to give 6-chlorodifluoromethyl-2-hydroxynicotinic acid (48.1 g, 98% yield) as a pale brown solid mp.131-3° C.; 1H NMR (270 MHz): δ 7.36(1H,d), 8.33(1H,d) ppm. Reactants: FC1=CC=C(C=C1)C1N(CCC1)S(=O)(=O)C1=CC=C(C=C1)CCl ((RS)-2-(4-fluoro-phenyl)-1-(4-chloromethyl-benzenesulfonyl)-pyrrolidine), FC1=CC=C(C=C1)C1NCCC1 ((RS)-2-(4-fluoro-phenyl)-pyrrolidine), BrCC1=CC=C(C=C1)S(=O)(=O)Cl (4-bromomethyl-benzenesulfonyl chloride), N1CCOCC1 (morpholine), C(\C=C\C(=O)[O-])(=O)[O-] (fumarate). Product: C(\C=C\C(=O)O)(=O)O.FC1=CC=C(C=C1)C1N(CCC1)S(=O)(=O)C1=CC=C(CN2CCOCC2)C=C1 ((RS)-4-{4-[2-(4-Fluoro-phenyl)-pyrrolidine-1-sulfonyl]-benzyl }-morpholine fumarate). As a reaction SMILES: [F:1][C:2]1[CH:7]=[CH:6][C:5]([CH:8]2[CH2:12][CH2:11][CH2:10][N:9]2[S:13]([C:16]2[CH:21]=[CH:20][C:19]([CH2:22]Cl)=[CH:18][CH:17]=2)(=[O:15])=[O:14])=[CH:4][CH:3]=1.FC1C=CC(C2CCCN2)=CC=1.BrCC1C=CC(S(Cl)(=O)=O)=CC=1.[NH:48]1[CH2:53][CH2:52][O:51][CH2:50][CH2:49]1.[C:54]([O-:61])(=[O:60])/[CH:55]=[CH:56]/[C:57]([O-:59])=[O:58]>>[C:54]([OH:61])(=[O:60])/[CH:55]=[CH:56]/[C:57]([OH:59])=[O:58].[F:1][C:2]1[CH:7]=[CH:6][C:5]([CH:8]2[CH2:12][CH2:11][CH2:10][N:9]2[S:13]([C:16]2[CH:21]=[CH:20][C:19]([CH2:22][N:48]3[CH2:53][CH2:52][O:51][CH2:50][CH2:49]3)=[CH:18][CH:17]=2)(=[O:15])=[O:14])=[CH:4][CH:3]=1 |f:5.6|. Procedure details: Reaction of (RS)-2-(4-fluoro-phenyl)-1-(4-chloromethyl-benzenesulfonyl)-pyrrolidine (0.50 g, 1.41 mmol), which was prepared in accordance with the general method of example 1e from (RS)-2-(4-fluoro-phenyl)-pyrrolidine and 4-bromomethyl-benzenesulfonyl chloride, with morpholine (K2CO3, DMF, 80° C., 17 h) and subsequent formation of the fumarate (MeOH, diethyl ether) yielded the title compound as an off-white solid, m.p. 136° C., and MS: m/e=405.4 (M+H+).